From a dataset of the Open Reaction Database (ORD), a public repository of structured organic reaction records. describe an organic reaction: reactants, conditions, products, and yield Starting materials: C[SiH](C)OC1(COS(C)(=O)=O)CC(C(C)(C)C)CN1C(=O)OC(C)(C)C, CN(C)C=O, CCOC(C)=O, [H-], [Na+], O, Oc1ccccc1. The product is C[SiH](C)OC1(COc2ccccc2)CC(C(C)(C)C)CN1C(=O)OC(C)(C)C. RXN SMILES: [C:10]([CH3:11])([CH3:12])([CH3:13])[O:14][C:15](=[O:16])[N:17]1[C:18]([CH2:26][O:27][S:28]([CH3:29])(=[O:30])=[O:31])([O:32][SiH:33]([CH3:34])[CH3:35])[CH2:19][CH:20]([C:22]([CH3:23])([CH3:24])[CH3:25])[CH2:21]1.[CH3:37][N:38]([CH3:39])[CH:40]=[O:41].[CH3:42][CH2:43][O:44][C:45](=[O:46])[CH3:47].[H-:1].[Na+:2].[OH2:36].[OH:3][c:4]1[cH:5][cH:6][cH:7][cH:8][cH:9]1>>[O:3]([c:4]1[cH:5][cH:6][cH:7][cH:8][cH:9]1)[CH2:26][C:18]1([O:32][SiH:33]([CH3:34])[CH3:35])[N:17]([C:15]([O:14][C:10]([CH3:11])([CH3:12])[CH3:13])=[O:16])[CH2:21][CH:20]([C:22]([CH3:23])([CH3:24])[CH3:25])[CH2:19]1. The reactants are [Cl-].[NH4+] (ammonium chloride), FC1C2(CCC(C1(F)F)(CC2)CCC)O (2,3,3-Trifluoro-1-Hydroxy-4-n-Propylbicyclo[2.2.2]octane), BrCC1=C(C(=C(C=C1)OCC)F)F (4-bromomethyl-1-ethoxy-2,3-difluorobenzene), [H-].[Na+] (sodium hydride). Solvent: CN(C=O)C (dimethyl formamide). Conditions: time 2.5 hour. Yields the product C(C)OC1=C(C(=C(C=C1)COC12C(C(C(CC1)(CC2)CCC)(F)F)F)F)F (1-(4′-Ethoxy-2′,3′-Difluorophenyl)methyloxy-2,3,3-Trifluoro-4-n-Propyl bicyclo[2.2.2]octane). As a reaction SMILES: [F:1][CH:2]1[C:7]([F:9])([F:8])[C:6]2([CH2:12][CH2:13][CH3:14])[CH2:10][CH2:11][C:3]1([OH:15])[CH2:4][CH2:5]2.Br[CH2:17][C:18]1[CH:23]=[CH:22][C:21]([O:24][CH2:25][CH3:26])=[C:20]([F:27])[C:19]=1[F:28].[H-].[Na+].[Cl-].[NH4+]>CN(C)C=O>[CH2:25]([O:24][C:21]1[CH:22]=[CH:23][C:18]([CH2:17][O:15][C:3]23[CH2:11][CH2:10][C:6]([CH2:12][CH2:13][CH3:14])([CH2:5][CH2:4]2)[C:7]([F:8])([F:9])[CH:2]3[F:1])=[C:19]([F:28])[C:20]=1[F:27])[CH3:26] |f:2.3,4.5|. Reported procedure: 2,3,3-Trifluoro-1-hydroxy-4-n-propylbicyclo[2.2.2]octane (4) (37.5 mg), and 4-bromomethyl-1-ethoxy-2,3-difluorobenzene (5) (65.4 mg) were added to a dimethyl formamide suspension (2.0 mL) of sodium hydride (4.9 mg), the mixture was stirred at room temperature for 2.5 hours, and then added with saturated aqueous ammonium chloride solution to thereby terminate the reaction. The organic layer was extracted three times with ethyl acetate, the organic layers were combined, and washed with saturated s... Starting materials: [Br-], COC(C)(C)C, C1CCOC1, CON(C)C(=O)C(C)NC(=O)OC(C)(C)C, CC(C)[Mg+], [Cl-], Cl, [Mg+]c1ccc2c(c1)OCCO2, O. The product is CC(NC(=O)OC(C)(C)C)C(=O)c1ccc2c(c1)OCCO2. Reaction SMILES: [Br-:22].[C:40]([O:41][CH3:42])([CH3:43])([CH3:44])[CH3:45].[CH2:35]1[O:36][CH2:37][CH2:38][CH2:39]1.[CH3:1][O:2][N:3]([C:4]([CH:5]([CH3:6])[NH:7][C:8]([O:9][C:10]([CH3:11])([CH3:12])[CH3:13])=[O:14])=[O:15])[CH3:16].[CH:18]([Mg+:19])([CH3:20])[CH3:21].[Cl-:17].[ClH:34].[O:23]1[c:24]2[c:25]([cH:29][c:30]([Mg+:33])[cH:31][cH:32]2)[O:26][CH2:27][CH2:28]1.[OH2:46]>>[C:4]([CH:5]([CH3:6])[NH:7][C:8]([O:9][C:10]([CH3:11])([CH3:12])[CH3:13])=[O:14])(=[O:15])[c:30]1[cH:29][c:25]2[c:24]([cH:32][cH:31]1)[O:23][CH2:28][CH2:27][O:26]2. Starting materials: N1=CC=CC=C1 (pyridine), ClC(=O)OC1=CC=C(C=C1)[N+](=O)[O-] (4-nitrophenyl chloroformate), Cl.NC=1SC(=CN1)Cl (2-Amino-5-chlorothiazole hydrochloride). Solvent: C(Cl)Cl (methylene chloride). Conditions: time 3 hour. Yields the product ClC1=CN=C(S1)NC(OC1=CC=C(C=C1)[N+](=O)[O-])=O (4-nitrophenyl (5-chlorothiazol-2-yl)carbamate). Isolated yield 56.4%. As a reaction SMILES: Cl.[NH2:2][C:3]1[S:4][C:5]([Cl:8])=[CH:6][N:7]=1.N1C=CC=CC=1.Cl[C:16]([O:18][C:19]1[CH:24]=[CH:23][C:22]([N+:25]([O-:27])=[O:26])=[CH:21][CH:20]=1)=[O:17]>C(Cl)Cl>[Cl:8][C:5]1[S:4][C:3]([NH:2][C:16](=[O:17])[O:18][C:19]2[CH:20]=[CH:21][C:22]([N+:25]([O-:27])=[O:26])=[CH:23][CH:24]=2)=[N:7][CH:6]=1 |f:0.1|. Procedure: 2-Amino-5-chlorothiazole hydrochloride (1.00 g, 5.80 mmol) was dissolved in methylene chloride (50 mL), and the obtained solution was then washed with a saturated aqueous solution of sodium hydrogen carbonate. The resulting solution was dried over anhydrous sodium sulfate and was then filtered. After that, pyridine (0.47 mL, 5.80 mmol) and 4-nitrophenyl chloroformate (1.18 g, 5.80 mmol) were added to the filtrate, and the obtained mixture was then stirred at room temperature for 3 hours. Thereaf... Reactants: O (water), FC1=C(C=CC=C1)O (2-fluorophenol), [Si](C)(C)(C(C)(C)C)Cl (tert-butyldimethylsilyl chloride), N1C=NC=C1 (imidazole). Solvent: CN(C)C=O (DMF). Run at time 3 hour. Product: [Si](C)(C)(C(C)(C)C)OC=1C(=C(C=CC1)O)F (3-tert-Butyldimethylsilyloxy-2-fluorophenol). RXN SMILES: [F:1][C:2]1[CH:7]=[CH:6][CH:5]=[CH:4][C:3]=1[OH:8].[Si:9](Cl)([C:12]([CH3:15])([CH3:14])[CH3:13])([CH3:11])[CH3:10].N1C=CN=C1.[OH2:22]>CN(C=O)C>[Si:9]([O:8][C:3]1[C:2]([F:1])=[C:7]([OH:22])[CH:6]=[CH:5][CH:4]=1)([C:12]([CH3:15])([CH3:14])[CH3:13])([CH3:11])[CH3:10]. Reported procedure: To a solution of 2-fluorophenol (10.35 g, 9.2 mmol) and tert-butyldimethylsilyl chloride (101 mmol) in DMF (180 ml) was added imidazole (7.54 g, 110 mmol) in one portion. After stirring for 3 h the reaction mixture was poured into water (300 ml) and extracted with diethyl ether (3×100 ml). The combined extracts were washed with 10% aqueous citric acid (100 ml), brine (100 ml), dried (MgSO4) and concentrated under reduced pressure to afford title compound (20.63 g, quant.) as a colorless liquid.